Dataset: the Open Reaction Database (ORD), a public repository of structured organic reaction records. Task: describe an organic reaction: reactants, conditions, products, and yield Reactants: C1CCOC1, [Li+], CCOC(=O)CC1Cc2ccc(OCCCNc3cc(N)ccn3)cc2Cc2ccccc21, [OH-], O, O. Product: Nc1ccnc(NCCCOc2ccc3c(c2)Cc2ccccc2C(CC(=O)O)C3)c1. As a reaction SMILES: [CH2:37]1[O:38][CH2:39][CH2:40][CH2:41]1.[Li+:35].[NH2:1][c:2]1[cH:3][c:4]([NH:8][CH2:9][CH2:10][CH2:11][O:12][c:13]2[cH:14][cH:15][c:16]3[c:17]([cH:33]2)[CH2:18][c:19]2[c:20]([cH:29][cH:30][cH:31][cH:32]2)[CH:21]([CH2:23][C:24](=[O:25])[O:26][CH2:27][CH3:28])[CH2:22]3)[n:5][cH:6][cH:7]1.[OH-:34].[OH2:36].[OH2:42]>>[NH2:1][c:2]1[cH:3][c:4]([NH:8][CH2:9][CH2:10][CH2:11][O:12][c:13]2[cH:14][cH:15][c:16]3[c:17]([cH:33]2)[CH2:18][c:19]2[c:20]([cH:29][cH:30][cH:31][cH:32]2)[CH:21]([CH2:23][C:24](=[O:25])[OH:26])[CH2:22]3)[n:5][cH:6][cH:7]1. The reactants are O.NN (hydrazine monohydrate), [N+](=O)([O-])C=1C=CC2=C(C(NCCC2)=O)C1 (8-Nitro-2,3,4,5-tetrahydro-benzo[c]azepin-1-one). Reagents/catalysts: [Pd] (Palladium on activated carbon). The solvent is C(C)O (ethanol). Yields the product NC=1C=CC2=C(C(NCCC2)=O)C1 (8-Amino-2,3,4,5-tetrahydro-benzo[c]azepin-1-one). Isolated yield 91.3%. As a reaction SMILES: O.NN.[N+:4]([C:7]1[CH:8]=[CH:9][C:10]2[CH2:16][CH2:15][CH2:14][NH:13][C:12](=[O:17])[C:11]=2[CH:18]=1)([O-])=O>[Pd].C(O)C>[NH2:4][C:7]1[CH:8]=[CH:9][C:10]2[CH2:16][CH2:15][CH2:14][NH:13][C:12](=[O:17])[C:11]=2[CH:18]=1 |f:0.1|. Procedure details: Added 65 mL of ethanol, 10% Palladium on activated carbon (50% wet with water for safety) (513 mg), and hydrazine monohydrate (965 ul) to 8-Nitro-2,3,4,5-tetrahydro-benzo[c]azepin-1-one (1.024 g, 4.966 mmol). Heated reaction to 60° C. for 16 hours. Filtered reaction through Celite, and concentrated under reduced pressure. Purified with normal phase silica gel chromatography to obtain a white solid, 8-Amino-2,3,4,5-tetrahydro-benzo[c]azepin-1-one (799 mg, 91%). LCMS: m/z=177.03 (M+H+), 1H NMR (40... Starting materials: NC(CN1C(COC(C1)(C)C)CNC=1C=C(C=C2C=3C=CN=CC3NC12)Cl)C ([4-(2-Amino-propyl)-6,6-dimethyl-morpholin-3-ylmethyl]-(6-chloro-9H-beta-carbolin-8-yl)-amine), CC1=NC=NC(=C1C(=O)O)C (4,6-dimethylpyrimidine-5-carboxylic acid), C(C)(=O)[O-].[NH4+] (ammonium acetate). The product is ClC=1C=C2C=3C=CN=CC3NC2=C(C1)NC(=O)C1N(CC(OC1)(C)C)CC(C)NC(=O)C=1C(=NC=NC1C)C (4-{2-[(-4,6-Dimethyl-pyrimidine-5-carbonyl)-amino]-propyl}-6,6-dimethyl-morpholine-3-carboxylic acid (6-chloro-9H-beta-carbolin-8-yl)-amide). The yield is 51.0%. RXN SMILES: [NH2:1][CH:2]([CH3:28])[CH2:3][N:4]1[CH2:9][C:8]([CH3:11])([CH3:10])[O:7][CH2:6][CH:5]1[CH2:12][NH:13][C:14]1[CH:15]=[C:16]([Cl:27])[CH:17]=[C:18]2[C:26]=1[NH:25][C:24]1[CH:23]=[N:22][CH:21]=[CH:20][C:19]2=1.[CH3:29][C:30]1[C:35]([C:36](O)=[O:37])=[C:34]([CH3:39])[N:33]=[CH:32][N:31]=1.C([O-])(=[O:42])C.[NH4+]>>[Cl:27][C:16]1[CH:17]=[C:18]2[C:26](=[C:14]([NH:13][C:12]([CH:5]3[CH2:6][O:7][C:8]([CH3:11])([CH3:10])[CH2:9][N:4]3[CH2:3][CH:2]([NH:1][C:36]([C:35]3[C:34]([CH3:39])=[N:33][CH:32]=[N:31][C:30]=3[CH3:29])=[O:37])[CH3:28])=[O:42])[CH:15]=1)[NH:25][C:24]1[CH:23]=[N:22][CH:21]=[CH:20][C:19]2=1 |f:2.3|. Procedure details: The desired compound was prepared using [4-(2-Amino-propyl)-6,6-dimethyl-morpholin-3-ylmethyl]-(6-chloro-9H-beta-carbolin-8-yl)-amine and 4,6-dimethylpyrimidine-5-carboxylic acid following Method E in 51% yield. 1H-NMR (300 MHz, DMSO): δ 11.27 (1H, s), 10.02 (1H, s), 9.0 (1H, s), 8.86 (1H, s), 8.5 (1H, d), 8.3 (1H, d), 8.22 (2H, m), 7.88 (1H, s), 4.1 (1H, m), 3.9 (2H, m), 2.99 (2H, m), 2.36 (6H, s), 2.1 (2H, m), 1.3 (3H, s), 1.24 (6H, m). Retention time (LC, method: ammonium acetate standard): 1... Solvent: C(C)O (ethanol). The product is NCCC(CC1=CC=C(C=C1)C=1CCC(NN1)=O)C (6-[4-(4-amino-2-methylbutyl)phenyl]-4,5-dihydropyridazin-3 (2H)-one). Procedure: 9.61 g of hydrazine monohydrate was added to an ethanol solution (500 ml) containing 15.06 g of 4-(2-methyl-4-phthalimidobutyl)-1-(3-hydroxycarbonylpropionyl)benzene, and the mixture was refluxed under heating for 2.5 hours. After cooling, precipitated crystal was collected by filtration and recrystallized from ethyl acetate to obtain 8.14 g of 6-[4-(4-amino-2-methylbutyl)phenyl]-4,5-dihydropyridazin-3 (2H)-one. Yield: 82.0%. Reaction SMILES: O.[NH2:2][NH2:3].[CH3:4][CH:5]([CH2:20][CH2:21][N:22]1C(=O)C2=CC=CC=C2C1=O)[CH2:6][C:7]1[CH:12]=[CH:11][C:10]([C:13](=O)[CH2:14][CH2:15][C:16](O)=[O:17])=[CH:9][CH:8]=1>C(O)C>[NH2:22][CH2:21][CH2:20][CH:5]([CH3:4])[CH2:6][C:7]1[CH:12]=[CH:11][C:10]([C:13]2[CH2:14][CH2:15][C:16](=[O:17])[NH:2][N:3]=2)=[CH:9][CH:8]=1 |f:0.1|. The reactants are O.NN (hydrazine monohydrate), CC(CC1=CC=C(C=C1)C(CCC(=O)O)=O)CCN1C(C=2C(C1=O)=CC=CC2)=O (4-(2-methyl-4-phthalimidobutyl)-1-(3-hydroxycarbonylpropionyl)benzene). The reactants are N[C@@H]1C(N[C@@H]1CCC=1OC=CC1)=O ((3S,4R)-3-amino-4-[2-(2-furyl)ethyl]azetidin-2-one), C(C)(C)N(CC)C(C)C (diisopropylethylamine), ClC(=O)OCC1=CC=CC=C1 (benzyl chloroformate). Solvent: C(Cl)Cl (methylene chloride), C(Cl)Cl (methylene chloride), C(Cl)Cl (methylene chloride). Reaction conditions: time 0.5 hour. The product is C(C1=CC=CC=C1)OC(=O)N[C@@H]1C(N[C@@H]1CCC=1OC=CC1)=O ((3S,4R)-3-Benzyloxycarbonylamino-4[-2-(2-furyl)ethyl]azetidin-2-one). Yield: 59.3%. Reaction SMILES: Cl[C:2]([O:4][CH2:5][C:6]1[CH:11]=[CH:10][CH:9]=[CH:8][CH:7]=1)=[O:3].[NH2:12][C@H:13]1[C@@H:16]([CH2:17][CH2:18][C:19]2[O:20][CH:21]=[CH:22][CH:23]=2)[NH:15][C:14]1=[O:24].C(N(C(C)C)CC)(C)C>C(Cl)Cl>[CH2:5]([O:4][C:2]([NH:12][C@H:13]1[C@@H:16]([CH2:17][CH2:18][C:19]2[O:20][CH:21]=[CH:22][CH:23]=2)[NH:15][C:14]1=[O:24])=[O:3])[C:6]1[CH:11]=[CH:10][CH:9]=[CH:8][CH:7]=1. Procedure details: A solution of benzyl chloroformate (5.4 mL, 0.0378 mol) in methylene chloride (10 mL) was added dropwise during 0.25 hr to a stirred, cooled (ice/H2O bath) of (3S,4R)-3-amino-4-[2-(2-furyl)ethyl]azetidin-2-one (6.82 g, 0.0378 mol) and diisopropylethylamine (6.6 mL, 0.0378 mol) in methylene chloride (75 mL). Stirring was continued with cooling for 2 hr and then for 0.5 hr at ambient temperatures. The mixture was diluted with additional methylene chloride and was sequentially washed with H2O, dilu...